Dataset: the Open Reaction Database (ORD), a public repository of structured organic reaction records. Task: describe an organic reaction: reactants, conditions, products, and yield The reactants are ClCCl, COc1ccc(C(=O)N2CCC(C(=O)O)c3ccccc32)cc1, CCOC(C)=O, CN(C)C=O, CCN(C(C)C)C(C)C, O=C(Cl)C(=O)Cl, CCNc1ccc(Cl)cc1. Yields the product CCN(C(=O)C1CCN(C(=O)c2ccc(OC)cc2)c2ccccc21)c1ccc(Cl)cc1. As a reaction SMILES: [CH2:49]([Cl:50])[Cl:51].[CH3:1][O:2][c:3]1[cH:4][cH:5][c:6]([C:7](=[O:8])[N:9]2[CH2:10][CH2:11][CH:12]([C:19](=[O:20])[OH:21])[c:13]3[cH:14][cH:15][cH:16][cH:17][c:18]32)[cH:22][cH:23]1.[CH3:52][CH2:53][O:54][C:55](=[O:56])[CH3:57].[CH3:58][N:59]([CH3:60])[CH:61]=[O:62].[CH:30]([N:31]([CH:32]([CH3:33])[CH3:34])[CH2:35][CH3:36])([CH3:37])[CH3:38].[Cl:24][C:25]([C:26]([Cl:27])=[O:28])=[O:29].[Cl:39][c:40]1[cH:41][cH:42][c:43]([NH:44][CH2:45][CH3:46])[cH:47][cH:48]1>>[CH3:1][O:2][c:3]1[cH:4][cH:5][c:6]([C:7](=[O:8])[N:9]2[CH2:10][CH2:11][CH:12]([C:19](=[O:20])[N:44]([c:43]3[cH:42][cH:41][c:40]([Cl:39])[cH:48][cH:47]3)[CH2:45][CH3:46])[c:13]3[cH:14][cH:15][cH:16][cH:17][c:18]32)[cH:22][cH:23]1. Procedure: 2.1 g (10 mmol) 5-Difluoromethoxy-3-methoxycarbonyl-1-methylpyrazole, dissolved in 30 ml methylene chloride, was treated with 1.35 g (10 mmol) sulfuryl chloride and the mixture stirred at room temperature for 10 minutes. It was then concentrated and the residue recrystallised from diisopropyl ether/ethyl acetate. Reactants: FC(OC1=CC(=NN1C)C(=O)OC)F (5-Difluoromethoxy-3-methoxycarbonyl-1-methylpyrazole), S(=O)(=O)(Cl)Cl (sulfuryl chloride). Conditions: time 10 minute. Product: ClC=1C(=NN(C1OC(F)F)C)C(=O)OC (4-Chloro-5-difluoromethoxy-3-methoxycarbonyl-1-methyl-pyrazole). Run in C(Cl)Cl (methylene chloride). As a reaction SMILES: [F:1][CH:2]([F:14])[O:3][C:4]1[N:8]([CH3:9])[N:7]=[C:6]([C:10]([O:12][CH3:13])=[O:11])[CH:5]=1.S(Cl)([Cl:18])(=O)=O>C(Cl)Cl>[Cl:18][C:5]1[C:6]([C:10]([O:12][CH3:13])=[O:11])=[N:7][N:8]([CH3:9])[C:4]=1[O:3][CH:2]([F:1])[F:14]. The reactants are COc1ccc(B(O)O)cc1 (effective_coupling_partner), COc2nc(OC)nc(Oc1ccc(C(F)(F)F)cc1)n2 (substrate). Reagents/catalysts: dppf. Reaction conditions: temperature 110 celsius, time 24 hour. Yields the product COc2ccc(c1ccc(C(F)(F)F)cc1)cc2. The yield is 57.9%. Product: [N+](=O)([O-])C1=CC=C(CN2C(NCC2=O)=O)C=C1 (3-(4-Nitrobenzyl)imidazolidin-2,4-dione). As a reaction SMILES: [NH:1]1[CH2:7][C:5](=[O:6])[NH:4][C:2]1=[O:3].[OH-].[Na+].[N+:10]([C:13]1[CH:20]=[CH:19][C:16]([CH2:17]Br)=[CH:15][CH:14]=1)([O-:12])=[O:11]>CO>[N+:10]([C:13]1[CH:20]=[CH:19][C:16]([CH2:17][N:4]2[C:5](=[O:6])[CH2:7][NH:1][C:2]2=[O:3])=[CH:15][CH:14]=1)([O-:12])=[O:11] |f:1.2|. Procedure details: A solution of hydantoin (5.0 g, Aldrich) in 2N aqu. NaOH (25 ml) was stirred at room temperature for 1 hour, then a solution of p-nitrobenzyl bromide (10.8 g, Aldrich) in methanol (50 ml) was added and the mixture refluxed for 16 hours. The mixture was cooled and the pale yellow precipitate filtered off, dried in vacuo, and recrystalised from ethanol to give the desired product as pale yellow crystals (6.8 g). Reactants: N1C(=O)NC(=O)C1 (hydantoin), [OH-].[Na+] (NaOH), [N+](=O)([O-])C1=CC=C(CBr)C=C1 (p-nitrobenzyl bromide). Run in CO (methanol).